From a dataset of the Open Reaction Database (ORD), a public repository of structured organic reaction records. describe an organic reaction: reactants, conditions, products, and yield The reactants are C(C)(C)(C)OC(=O)N1CCN(CC1)C1=C(C=C(C=C1)C(F)(F)F)F (4-(2-Fluoro-4-trifluoromethyl-phenyl)-piperazine-1-carboxylic acid tert-butyl ester), Cl (HCl). Solvent: O1CCOCC1 (dioxane), O1CCOCC1 (dioxane). Yields the product FC1=C(C=CC(=C1)C(F)(F)F)N1CCNCC1 (1-(2-Fluoro-4-trifluoromethyl-phenyl)-piperazine). Yield: 94.0%. RXN SMILES: C(OC([N:8]1[CH2:13][CH2:12][N:11]([C:14]2[CH:19]=[CH:18][C:17]([C:20]([F:23])([F:22])[F:21])=[CH:16][C:15]=2[F:24])[CH2:10][CH2:9]1)=O)(C)(C)C.Cl>O1CCOCC1>[F:24][C:15]1[CH:16]=[C:17]([C:20]([F:21])([F:22])[F:23])[CH:18]=[CH:19][C:14]=1[N:11]1[CH2:12][CH2:13][NH:8][CH2:9][CH2:10]1. Procedure details: A mixture of 3.11 g (9 mmol) 4-(2-Fluoro-4-trifluoromethyl-phenyl)-piperazine-1-carboxylic acid tert-butyl ester in 20 ml dioxane was treated with 8.93 ml 4N HCl in dioxane for 2 h at 80° C. The mixture was concentrated and treated with 20 ml water, 20 ml 2M Na2CO3 and extracted with 50 ml EtOAc. The organic phase was washed with 30 ml saturated NaCl. All aqueous phases were combined and extracted with 50 ml EtOAc. The combined organic phases were dried with MgSO4 and evaporated to yield 2.1 g (... The reactants are CN, O=C(Cl)Cc1ccccc1, c1ccccc1. The product is CNC(=O)Cc1ccccc1. Reaction SMILES: [CH3:11][NH2:12].[c:1]1([CH2:7][C:8](=[O:9])[Cl:10])[cH:2][cH:3][cH:4][cH:5][cH:6]1.[cH:13]1[cH:14][cH:15][cH:16][cH:17][cH:18]1>>[c:1]1([CH2:7][C:8](=[O:9])[NH:12][CH3:11])[cH:2][cH:3][cH:4][cH:5][cH:6]1. The reactants are C(C)OC(C1=CC=C(C=C1)Br)=O (4-bromo-benzoic acid ethyl ester), P(OCC)(OCC)[O-] (diethyl phosphite). Reagents/catalysts: C=1C=CC(=CC1)[P](C=2C=CC=CC2)(C=3C=CC=CC3)[Pd]([P](C=4C=CC=CC4)(C=5C=CC=CC5)C=6C=CC=CC6)([P](C=7C=CC=CC7)(C=8C=CC=CC8)C=9C=CC=CC9)[P](C=1C=CC=CC1)(C=1C=CC=CC1)C=1C=CC=CC1 (Pd(PPh3)4), CN1CCOCC1 (NMM). Run in C(C)#N (acetonitrile). Reaction conditions: time 7.5 minute. The product is C(C)OC(C1=CC=C(C=C1)P(=O)(OCC)OCC)=O (4-(Diethoxyphosphoryl)-benzoic Acid Ethyl Ester). Yield: 67.9%. RXN SMILES: [CH2:1]([O:3][C:4](=[O:12])[C:5]1[CH:10]=[CH:9][C:8](Br)=[CH:7][CH:6]=1)[CH3:2].[P:13]([O-:20])([O:17][CH2:18][CH3:19])[O:14][CH2:15][CH3:16]>C(#N)C.C1C=CC([P]([Pd]([P](C2C=CC=CC=2)(C2C=CC=CC=2)C2C=CC=CC=2)([P](C2C=CC=CC=2)(C2C=CC=CC=2)C2C=CC=CC=2)[P](C2C=CC=CC=2)(C2C=CC=CC=2)C2C=CC=CC=2)(C2C=CC=CC=2)C2C=CC=CC=2)=CC=1.CN1CCOCC1>[CH2:1]([O:3][C:4](=[O:12])[C:5]1[CH:10]=[CH:9][C:8]([P:13]([O:17][CH2:18][CH3:19])([O:14][CH2:15][CH3:16])=[O:20])=[CH:7][CH:6]=1)[CH3:2] |^1:27,29,48,67|. Procedure: A sealed pressure flask, flushed with N2, containing a mixture of 4-bromo-benzoic acid ethyl ester (2a) (5 g, 0.0218 mol), diethyl phosphite (3.093 mL, 0.024 mol), NMM (2.88 mL, 0.0262 mmol) and Pd(PPh3)4 (2.017 g, 0.00175 mol) in acetonitrile (20 mL) was stirred at ambient temperature for 5-10 min, then heated at 90° C. for 18 hours. The reaction mixture was filtered through celite, and the celite was washed with EtOAc (3×30 mL) until the filtrate showed little or no evidence of product by HPLC...